Dataset: the Open Reaction Database (ORD), a public repository of structured organic reaction records. Task: describe an organic reaction: reactants, conditions, products, and yield The reactants are NC1=NC=NC(=C1C#N)N1CCC(CC1)C=1N(C=C(N1)C1=CC(=C(C=C1)F)C(F)(F)F)CCNCC1CC1 (4-Amino-6-{4-[1-[2-(cyclopropylmethyl-amino)-ethyl]-4-(4-fluoro-3-trifluoromethyl-phenyl)-1H-imidazol-2-yl]-piperidin-1-yl}-pyrimidine-5-carbonitrile), C1(CCCC1)N (cyclopentylamine). The product is NC1=NC=NC(=C1C#N)N1CCC(CC1)C=1N(C=C(N1)C1=CC(=C(C=C1)F)C(F)(F)F)CCNC1CCCC1 (4-Amino-6-{4-[1-(2-cyclopentylamino-ethyl)-4-(4-fluoro-3-trifluoromethyl-phenyl)-1H-imidazol-2-yl]-piperidin-1-yl}-pyrimidine-5-carbonitrile). As a reaction SMILES: [NH2:1][C:2]1[C:7]([C:8]#[N:9])=[C:6]([N:10]2[CH2:15][CH2:14][CH:13]([C:16]3[N:17]([CH2:32][CH2:33][NH:34][CH2:35][CH:36]4[CH2:38][CH2:37]4)[CH:18]=[C:19]([C:21]4[CH:26]=[CH:25][C:24]([F:27])=[C:23]([C:28]([F:31])([F:30])[F:29])[CH:22]=4)[N:20]=3)[CH2:12][CH2:11]2)[N:5]=[CH:4][N:3]=1.[CH:39]1(N)CCCC1>>[NH2:1][C:2]1[C:7]([C:8]#[N:9])=[C:6]([N:10]2[CH2:15][CH2:14][CH:13]([C:16]3[N:17]([CH2:32][CH2:33][NH:34][CH:35]4[CH2:39][CH2:37][CH2:38][CH2:36]4)[CH:18]=[C:19]([C:21]4[CH:26]=[CH:25][C:24]([F:27])=[C:23]([C:28]([F:31])([F:29])[F:30])[CH:22]=4)[N:20]=3)[CH2:12][CH2:11]2)[N:5]=[CH:4][N:3]=1. Procedure: The title compound was prepared in an analogous manner as 4-Amino-6-{4-[1-[2-(cyclopropylmethyl-amino)-ethyl]-4-(4-fluoro-3-trifluoromethyl-phenyl)-1H-imidazol-2-yl]-piperidin-1-yl}-pyrimidine-5-carbonitrile using cyclopentylamine instead of cyclopropylmethylamine. LC-MS: (M+1=543, obsd.=543). The reactants are BrCC(=O)OC (methyl bromoacetate), FC1=C(C(=CC=C1)F)CN1C2=CC=CC(=C2C=2C(=CC=CC12)O)C(N)=O (9-[(2,6-difluorophenyl)methyl]-4-hydroxy-5-carbamoyl carbazole), resultant mixture. The solvent is O (H2O), CN(C)C=O (DMF). Reaction conditions: time 15 minute. The product is FC1=C(C(=CC=C1)F)CN1C2=CC=CC(=C2C=2C(=CC=CC12)OCC(=O)OC)C(N)=O ({9-[(2,6-difluorophenyl)methyl]-5-carbamoylcarbazol-4-yl}oxyacetic acid, methyl ester). The yield is 65.3%. RXN SMILES: [F:1][C:2]1[CH:7]=[CH:6][CH:5]=[C:4]([F:8])[C:3]=1[CH2:9][N:10]1[C:22]2[CH:21]=[CH:20][CH:19]=[C:18]([OH:23])[C:17]=2[C:16]2[C:11]1=[CH:12][CH:13]=[CH:14][C:15]=2[C:24](=[O:26])[NH2:25].Br[CH2:28][C:29]([O:31][CH3:32])=[O:30]>CN(C=O)C.O>[F:1][C:2]1[CH:7]=[CH:6][CH:5]=[C:4]([F:8])[C:3]=1[CH2:9][N:10]1[C:22]2[CH:21]=[CH:20][CH:19]=[C:18]([O:23][CH2:28][C:29]([O:31][CH3:32])=[O:30])[C:17]=2[C:16]2[C:11]1=[CH:12][CH:13]=[CH:14][C:15]=2[C:24](=[O:26])[NH2:25]. Reported procedure: 40% Methanolic Triton B (0.49 mL, 1.07 mM) was added to a solution of the 9-[(2,6-difluorophenyl)methyl]-4-hydroxy-5-carbamoyl carbazole (290 mg, 0.82 mM) in 5 mL DMF at room temperature. After 15 minutes, methyl bromoacetate (259 mg, 1.65 mM) was added and the resultant mixture stirred at room temperature for 24 hours. The mixture was diluted with H2O and the resultant white precipitate collected by filtration, triturated with diethyl ether/hexanes, and dried in vacuo to afford 228 mg (65%) of ... Starting materials: ClCCl, CCOP(=O)(OCC)C(F)(F)CN1C(=O)c2ccccc2C1=O, NN, O. The product is CCOP(=O)(OCC)C(F)(F)CN. Reaction SMILES: [CH2:27]([Cl:28])[Cl:29].[CH2:4]([CH3:5])[O:6][P:7]([O:8][CH2:9][CH3:10])(=[O:11])[C:12]([CH2:13][N:14]1[C:15](=[O:16])[c:17]2[c:18]([cH:19][cH:20][cH:21][cH:22]2)[C:23]1=[O:24])([F:25])[F:26].[NH2:2][NH2:3].[OH2:1]>>[CH2:4]([CH3:5])[O:6][P:7]([O:8][CH2:9][CH3:10])(=[O:11])[C:12]([CH2:13][NH2:14])([F:25])[F:26]. Starting materials: COC1=CC=C2CCC(C(C2=C1)(C)C)=O (7-Methoxy-1,1-dimethyl-3,4-dihydro-1H-naphthalen-2-one), COC1=CC=C2CCC(C(C2=C1)(C)C)=O (7-Methoxy-1,1-dimethyl-3,4-dihydro-1H-naphthalen-2-one), BrC=1C=NC=CC1Cl (3-bromo-4-chloro-pyridine), CC(C)([O-])C.[Na+] (sodium t-butoxide), COC=1C=CC=C(C1C=2C=CC=CC2P(C3CCCCC3)C4CCCCC4)OC (S-Phos). Reagents/catalysts: C=1C=CC(=CC1)/C=C/C(=O)/C=C/C2=CC=CC=C2.C=1C=CC(=CC1)/C=C/C(=O)/C=C/C2=CC=CC=C2.C=1C=CC(=CC1)/C=C/C(=O)/C=C/C2=CC=CC=C2.[Pd].[Pd] (Pd2dba3). Solvent: C1(=CC=CC=C1)C (toluene), C(C)(=O)OCC (ethyl acetate). Run at temperature 100 celsius. The product is COC=1C=CC2=C(C(C=3OC=4C=CN=CC4C3C2)(C)C)C1 (8-Methoxy-10,10-dimethyl-5,10-dihydro-11-oxa-3-aza-benzo[b]fluorene). Isolated yield 3.9%. Reaction SMILES: [CH3:1][O:2][C:3]1[CH:12]=[C:11]2[C:6]([CH2:7][CH2:8][C:9](=[O:15])[C:10]2([CH3:14])[CH3:13])=[CH:5][CH:4]=1.Br[C:17]1[CH:18]=[N:19][CH:20]=[CH:21][C:22]=1Cl.CC(C)([O-])C.[Na+].COC1C=CC=C(OC)C=1C1C=CC=CC=1P(C1CCCCC1)C1CCCCC1>C(OCC)(=O)C.C1C=CC(/C=C/C(/C=C/C2C=CC=CC=2)=O)=CC=1.C1C=CC(/C=C/C(/C=C/C2C=CC=CC=2)=O)=CC=1.C1C=CC(/C=C/C(/C=C/C2C=CC=CC=2)=O)=CC=1.[Pd].[Pd].C1(C)C=CC=CC=1>[CH3:1][O:2][C:3]1[CH:4]=[CH:5][C:6]2[CH2:7][C:8]3[C:21]4[CH:20]=[N:19][CH:18]=[CH:17][C:22]=4[O:15][C:9]=3[C:10]([CH3:13])([CH3:14])[C:11]=2[CH:12]=1 |f:2.3,6.7.8.9.10|. Procedure details: To 7-methoxy-1,1-dimethyl-3,4-dihydro-1H-naphthalen-2-one (Compound A2, 2.5 g), 3-bromo-4-chloro-pyridine (2 g), sodium t-butoxide (3 g), Pd2dba3 (476 mg), and S-Phos (512 mg), toluene (20 ml) was added, and the mixture was stirred and heated at 100° C. overnight under nitrogen atmosphere. After cooling, the reaction mixture was diluted with ethyl acetate and filtered through Celite. The organic layer was washed with saturated aqueous solution of sodium bicarbonate and saturated brine. Thereafte... The reactants are C(C(=O)Cl)(=O)Cl (Oxalyl chloride), Cl.C(=O)(O)C1=CC=C(CN(C)C(COC(C2=CC=CC=C2)C2=CC=CC=C2)(C)C)C=C1 (2-[N-(4-Carboxybenzyl)-N-methylamino]-1-diphenylmethoxy-2-methylpropane hydrochloride), CN(C=O)C (dimethylformamide). The reagents and catalysts are C(Cl)Cl (methylene chloride). Run at time 30 minute. The product is Cl.C(N)(=O)C1=CC=C(CN(C)C(COC(C2=CC=CC=C2)C2=CC=CC=C2)(C)C)C=C1 (2-[N-(4-Carbamoylbenzyl)-N-methylamino]-1-diphenylmethoxy-2-methylpropane hydrochloride). Reaction SMILES: C(Cl)(=O)C([Cl:4])=O.Cl.[C:8]([C:11]1[CH:37]=[CH:36][C:14]([CH2:15][N:16]([C:18]([CH3:35])([CH3:34])[CH2:19][O:20][CH:21]([C:28]2[CH:33]=[CH:32][CH:31]=[CH:30][CH:29]=2)[C:22]2[CH:27]=[CH:26][CH:25]=[CH:24][CH:23]=2)[CH3:17])=[CH:13][CH:12]=1)(O)=[O:9].C[N:39](C)C=O>C(Cl)Cl>[ClH:4].[C:8]([C:11]1[CH:37]=[CH:36][C:14]([CH2:15][N:16]([C:18]([CH3:35])([CH3:34])[CH2:19][O:20][CH:21]([C:28]2[CH:33]=[CH:32][CH:31]=[CH:30][CH:29]=2)[C:22]2[CH:27]=[CH:26][CH:25]=[CH:24][CH:23]=2)[CH3:17])=[CH:13][CH:12]=1)(=[O:9])[NH2:39] |f:1.2,5.6|. Procedure: Oxalyl chloride (200 μl) was added to a solution of 2-[N-(4-carboxybenzyl)-N-methylamino]-1-diphenylmethoxy-2-methylpropane hydrochloride (300 mg -- see Example 43) in methylene chloride containing two drops of dimethylformamide and the mixture was stirred at room temperature for 30 minutes. Ammonia was then bubbled through the stirred solution for 30 minutes which was then diluted with methylene chloride, washed with 10% aqueous sodium hydroxide solution, dried over magnesium sulphate and evapo... Starting materials: NCC1=C(C(=CC(=C1)C(C)(C)C)I)O (2-aminomethyl-4-(1,1-dimethylethyl)-6-iodophenol), CCCCCCCCCC (decane), C1=CC=CC=C1 (benzene). The reagents and catalysts are C1(=CC=C(C=C1)S(=O)(=O)O)C (p-toluenesulfonic acid). Yields the product CC(C)(C)C=1C=C(C2=C(CNC3(C4CC5CC(CC3C5)C4)O2)C1)I (3,4-dihydro-6-(1,1-dimethylethyl)-8-iodospiro[2H-1,3-benzoxazine-2,2'-tricyclo(3.3.1.13,7)decane]). As a reaction SMILES: [NH2:1][CH2:2][C:3]1[CH:8]=[C:7]([C:9]([CH3:12])([CH3:11])[CH3:10])[CH:6]=[C:5]([I:13])[C:4]=1[OH:14].C[CH2:16][CH2:17][CH2:18][CH2:19][CH2:20][CH2:21][CH2:22][CH2:23][CH3:24].[CH:25]1C=CC=CC=1>C1(C)C=CC(S(O)(=O)=O)=CC=1>[CH3:12][C:9]([C:7]1[CH:6]=[C:5]([I:13])[C:4]2[O:14][C:25]3([CH:21]4[CH2:20][CH:19]5[CH2:24][CH:23]([CH2:16][CH:17]3[CH2:18]5)[CH2:22]4)[NH:1][CH2:2][C:3]=2[CH:8]=1)([CH3:11])[CH3:10]. Reported procedure: A mixture of 2-aminomethyl-4-(1,1-dimethylethyl)-6-iodophenol (1.5 g., 0.005 mole), 2-oxotricyclo(3.3.1.1.3,7)-decane (0.75 g., 0.005 mole) and p-toluenesulfonic acid (50 mg.) in benzene (25 ml.) is refluxed under a Dean-Stark trap for 2 hr. The solution is cooled, filtered, and evaporated to dryness. The residue is crystallized from ethanol to obtain 3,4-dihydro-6-(1,1-dimethylethyl)-8-iodospiro[2H-1,3-benzoxazine-2,2'-tricyclo(3.3.1.13,7)decane] (1.4 g.), m.p. 165°-166° C. The reactants are solution, Cl (HCl), C(#N)C1=C(C=C(C=C1)N1C(N(C(C1=O)(C)C)CC1=C(C=CC=C1)NC(OC(C)(C)C)=O)=O)C(F)(F)F (tert-Butyl {2-[3-(4-cyano-3-trifluoromethylphenyl)-5,5-dimethyl-2,4-dioxoimidazolidin-1-ylmethyl]phenyl}carbamate), Cl (HCl). The solvent is C(C)(=O)OCC (ethyl acetate), C(C)OCC (diethyl ether). Run at time 24 hour. Yields the product Cl.NC1=C(CN2C(N(C(C2(C)C)=O)C2=CC(=C(C#N)C=C2)C(F)(F)F)=O)C=CC=C1 (4-[3-(2-Aminobenzyl)-4,4-dimethyl-2,5-dioxoimidazolidin-1-yl]-2-trifluoromethylbenzonitrile hydrochloride). RXN SMILES: [C:1]([C:3]1[CH:8]=[CH:7][C:6]([N:9]2[C:13](=[O:14])[C:12]([CH3:16])([CH3:15])[N:11]([CH2:17][C:18]3[CH:23]=[CH:22][CH:21]=[CH:20][C:19]=3[NH:24]C(=O)OC(C)(C)C)[C:10]2=[O:32])=[CH:5][C:4]=1[C:33]([F:36])([F:35])[F:34])#[N:2].[ClH:37]>C(OCC)(=O)C.C(OCC)C>[ClH:37].[NH2:24][C:19]1[CH:20]=[CH:21][CH:22]=[CH:23][C:18]=1[CH2:17][N:11]1[C:12]([CH3:15])([CH3:16])[C:13](=[O:14])[N:9]([C:6]2[CH:7]=[CH:8][C:3]([C:1]#[N:2])=[C:4]([C:33]([F:36])([F:35])[F:34])[CH:5]=2)[C:10]1=[O:32] |f:4.5|. Procedure: 0.369 g of compound 68.2 were dissolved in 3.7 ml of ethyl acetate and admixed with 1.47 ml of a 2 molar solution of HCl in diethyl ether, and stirred at room temperature for 24 h. 4 equivalents in each case of ethereal HCl solution were added twice more and the solution was left to stand for 24 h each time. For workup, the reaction mixture was concentrated under reduced pressure, and the residue was dissolved in acetonitrile/water and freeze-dried. 4-[3-(2-Aminobenzyl)-4,4-dimethyl-2,5-dioxoimi...